describe an organic reaction: reactants, conditions, products, and yield From a dataset of the Open Reaction Database (ORD), a public repository of structured organic reaction records. Reaction SMILES: [Cl:1][C:2]1[C:7]([F:8])=[CH:6][CH:5]=[C:4]([Cl:9])[C:3]=1[CH:10]([O:12][C:13]1[C:14]([CH3:30])=[N:15][CH:16]=[C:17]([C:19]2[CH:20]=[N:21][N:22]([CH:24]3[CH2:29][CH2:28][NH:27][CH2:26][CH2:25]3)[CH:23]=2)[CH:18]=1)[CH3:11].[C:31]([O-:34])([O-])=O.[K+].[K+].[CH3:37][C:38]#N>>[Cl:1][C:2]1[C:7]([F:8])=[CH:6][CH:5]=[C:4]([Cl:9])[C:3]=1[CH:10]([O:12][C:13]1[C:14]([CH3:30])=[N:15][CH:16]=[C:17]([C:19]2[CH:20]=[N:21][N:22]([CH:24]3[CH2:25][CH2:26][N:27]([CH2:37][CH2:38][O:34][CH3:31])[CH2:28][CH2:29]3)[CH:23]=2)[CH:18]=1)[CH3:11] |f:1.2.3|. The product is ClC1=C(C(=CC=C1F)Cl)C(C)OC=1C(=NC=C(C1)C=1C=NN(C1)C1CCN(CC1)CCOC)C (3-[1-(2,6-Dichloro-3-fluoro-phenyl)-ethoxy]-5-{1-[1-(2-methoxy-ethyl)-piperidin-4-yl]-1H-pyrazol-4-yl}-2-methyl-pyridine). Procedure: A mixture of Example 10 (78 mg, 0.174 mmol), 23a (48 mg, 0.348 mmol), K2CO3 (120 mg, 0.870 mmol) and KI (32 mg, 0.191 mmol) in CH3CN (10 mL) was reacted under microwave condition at 160° C. for 2 h. After the reaction was complete, the mixture was filtered and evaporated. The residue was purified by column chromatography (EA:MeOH=10:1) to afford the title compound (44 mg, 44.4% yield) as solid. 1H-NMR (300 MHz, CDCl3): δ=8.14-8.15 (d, 1H), 7.62-7.63 (d, 1H), 7.59 (s, 1H), 7.28-7.33 (m, 1H), 6.95... The yield is 44.4%. The reactants are ClC1=C(C(=CC=C1F)Cl)C(C)OC=1C(=NC=C(C1)C=1C=NN(C1)C1CCNCC1)C (3-[1-(2,6-Dichloro-3-fluoro-phenyl)-ethoxy]-2-methyl-5-(1-piperidin-4-yl-1H-pyrazol-4-yl)-pyridine), 23a, C(=O)([O-])[O-].[K+].[K+] (K2CO3), CC#N (CH3CN).